This data is from the Open Reaction Database (ORD), a public repository of structured organic reaction records. The task is: describe an organic reaction: reactants, conditions, products, and yield Reactants: O=C(N=C=S)c1ccccc1, ClC(Cl)Cl, NCCSCc1c[nH]cn1. Product: O=C(NC(=S)NCCSCc1c[nH]cn1)c1ccccc1. Reaction SMILES: [C:11]([c:12]1[cH:13][cH:14][cH:15][cH:16][cH:17]1)(=[O:18])[N:19]=[C:20]=[S:21].[CH:22]([Cl:23])([Cl:24])[Cl:25].[nH:1]1[cH:2][n:3][c:4]([CH2:6][S:7][CH2:8][CH2:9][NH2:10])[cH:5]1>>[nH:1]1[cH:2][n:3][c:4]([CH2:6][S:7][CH2:8][CH2:9][NH:10][C:20]([NH:19][C:11]([c:12]2[cH:13][cH:14][cH:15][cH:16][cH:17]2)=[O:18])=[S:21])[cH:5]1.